Dataset: the Open Reaction Database (ORD), a public repository of structured organic reaction records. Task: describe an organic reaction: reactants, conditions, products, and yield The reactants are C[Si](C)(C)Br (TMSBr), CC(C#CC1=CC(=C(S1)C(=O)O)N(C(=O)[C@@H]1CC[C@H](CC1)C)C1CCP(CC1)(=O)OC)(C)C (5-(3,3-Dimethyl-but-1-ynyl)-3-[(1-methoxy-1-oxo-1λ5-phosphinan-4-yl)-(trans-4-methyl-cyclohexanecarbonyl)-amino]-thiophene-2-carboxylic acid), C[Si](C)(C)Br (TMSBr). Solvent: C(Cl)Cl (CH2Cl2). Conditions: time 40 minute. Product: CC(C#CC1=CC(=C(S1)C(=O)O)N(C(=O)[C@@H]1CC[C@H](CC1)C)C1CCP(CC1)(=O)O)(C)C (5-(3,3-Dimethyl-but-1-ynyl)-3[(1-hydroxy-1-oxo-1 λ5phosphinan-4-yl)-(trans-4-methyl-cyclohexanecarbonyl)-amino]-thiophene-2-carboxylic acid). Isolated yield 62.6%. As a reaction SMILES: [CH3:1][C:2]([CH3:33])([CH3:32])[C:3]#[C:4][C:5]1[S:9][C:8]([C:10]([OH:12])=[O:11])=[C:7]([N:13]([CH:23]2[CH2:28][CH2:27][P:26]([O:30]C)(=[O:29])[CH2:25][CH2:24]2)[C:14]([C@H:16]2[CH2:21][CH2:20][C@H:19]([CH3:22])[CH2:18][CH2:17]2)=[O:15])[CH:6]=1.C[Si](Br)(C)C>C(Cl)Cl>[CH3:32][C:2]([CH3:1])([CH3:33])[C:3]#[C:4][C:5]1[S:9][C:8]([C:10]([OH:12])=[O:11])=[C:7]([N:13]([CH:23]2[CH2:24][CH2:25][P:26]([OH:30])(=[O:29])[CH2:27][CH2:28]2)[C:14]([C@H:16]2[CH2:21][CH2:20][C@H:19]([CH3:22])[CH2:18][CH2:17]2)=[O:15])[CH:6]=1. Procedure: 5-(3,3-Dimethyl-but-1-ynyl)-3-[(1-methoxy-1-oxo-1λ5-phosphinan-4-yl)-(trans-4-methyl-cyclohexanecarbonyl)-amino]-thiophene-2-carboxylic acid (10 mg, 0.02 mmol) was dissolved in 1 mL of CH2Cl2, and to the solution was added TMSBr (26 μL, 0.2 mmol). The reaction mixture was stirred at room temperature for 40 minutes. Another portion of TMSBr (26 μL, 0.2 mmol) was added and the mixture was stirred at room temperature for 5 hours before cooling to 0° C. and quenching through the addition of methanol...